From a dataset of the Open Reaction Database (ORD), a public repository of structured organic reaction records. describe an organic reaction: reactants, conditions, products, and yield Reactants: O (water), FC1=NC=CC(=C1)C (2-fluoro-4-methylpyridine), [N+](=O)([O-])C=1N=CNC1 (4-nitroimidazole), C([O-])([O-])=O.[K+].[K+] (potassium carbonate). Run in CN(C=O)C (N,N-dimethylformamide). Reaction conditions: temperature 130 celsius, time 21 hour. Product: CC1=CC(=NC=C1)N1C=NC(=C1)[N+](=O)[O-] (1-(4-methylpyridin-2-yl)-4-nitroimidazole). The yield is 34.2%. RXN SMILES: F[C:2]1[CH:7]=[C:6]([CH3:8])[CH:5]=[CH:4][N:3]=1.[N+:9]([C:12]1[N:13]=[CH:14][NH:15][CH:16]=1)([O-:11])=[O:10].C(=O)([O-])[O-].[K+].[K+].O>CN(C)C=O>[CH3:8][C:6]1[CH:5]=[CH:4][N:3]=[C:2]([N:15]2[CH:16]=[C:12]([N+:9]([O-:11])=[O:10])[N:13]=[CH:14]2)[CH:7]=1 |f:2.3.4|. Procedure details: A suspension of 2-fluoro-4-methylpyridine (1.11 g), 4-nitroimidazole (1.24 g) and potassium carbonate (1.65 g) in N,N-dimethylformamide (10 ml) was stirred at 130° C. for 21 hours. After cooling, the mixture was poured into water and stirred for 30 minutes. The precipitate was collected by filtration and dried to give 1-(4-methylpyridin-2-yl)-4-nitroimidazole (698 mg). The reactants are CCOC(=O)c1sc(-n2cnc3ccc(CN4CCN(C)CC4)cc32)nc1-c1ccccc1, [Li+], C1CCOC1, [OH-], O. The product is CN1CCN(Cc2ccc3ncn(-c4nc(-c5ccccc5)c(C(=O)O)s4)c3c2)CC1. RXN SMILES: [CH2:1]([CH3:2])[O:3][C:4](=[O:5])[c:6]1[c:7](-[c:28]2[cH:29][cH:30][cH:31][cH:32][cH:33]2)[n:8][c:9](-[n:11]2[cH:12][n:13][c:14]3[c:15]2[cH:16][c:17]([CH2:20][N:21]2[CH2:22][CH2:23][N:24]([CH3:27])[CH2:25][CH2:26]2)[cH:18][cH:19]3)[s:10]1.[Li+:39].[O:34]1[CH2:35][CH2:36][CH2:37][CH2:38]1.[OH-:40].[OH2:41]>>[O:3]=[C:4]([OH:5])[c:6]1[c:7](-[c:28]2[cH:29][cH:30][cH:31][cH:32][cH:33]2)[n:8][c:9](-[n:11]2[cH:12][n:13][c:14]3[c:15]2[cH:16][c:17]([CH2:20][N:21]2[CH2:22][CH2:23][N:24]([CH3:27])[CH2:25][CH2:26]2)[cH:18][cH:19]3)[s:10]1. Starting materials: O=C(n1ccnc1)n1ccnc1, CCOC(=O)C(OCC)c1c(F)cc(C(=O)O)cc1F, CC(C)CN, C1CCOC1, CCOC(C)=O. Product: CCOC(=O)C(OCC)c1c(F)cc(C(=O)NCC(C)C)cc1F. RXN SMILES: [C:1]([n:2]1[cH:3][cH:4][n:5][cH:6]1)([n:7]1[cH:8][cH:9][n:10][cH:11]1)=[O:12].[CH2:13]([CH3:14])[O:15][CH:16]([c:17]1[c:18]([F:27])[cH:19][c:20]([C:21](=[O:22])[OH:23])[cH:24][c:25]1[F:26])[C:28](=[O:29])[O:30][CH2:31][CH3:32].[CH2:33]([CH:34]([CH3:35])[CH3:36])[NH2:37].[CH2:44]1[O:45][CH2:46][CH2:47][CH2:48]1.[CH3:38][CH2:39][O:40][C:41]([CH3:42])=[O:43]>>[CH2:13]([CH3:14])[O:15][CH:16]([c:17]1[c:18]([F:27])[cH:19][c:20]([C:21](=[O:23])[NH:37][CH2:33][CH:34]([CH3:35])[CH3:36])[cH:24][c:25]1[F:26])[C:28](=[O:29])[O:30][CH2:31][CH3:32]. The reactants are OC=1C(=CC2=CC=CC=C2C1)C(=O)O (3-hydroxy-2-naphthoic acid), CN(C=O)C (N,N-dimethylformamide), CI (methyl iodide), C([O-])([O-])=O.[K+].[K+] (potassium carbonate). Solvent: O (water). Product: COC=1C(=CC2=CC=CC=C2C1)C(=O)OC (methyl 3-methoxy-2-naphthoate). RXN SMILES: [OH:1][C:2]1[C:3]([C:12]([OH:14])=O)=[CH:4][C:5]2[C:10]([CH:11]=1)=[CH:9][CH:8]=[CH:7][CH:6]=2.CI.[C:17](=O)([O-])[O-].[K+].[K+].CN(C)[CH:25]=[O:26]>O>[CH3:17][O:1][C:2]1[C:3]([C:12]([O:26][CH3:25])=[O:14])=[CH:4][C:5]2[C:10]([CH:11]=1)=[CH:9][CH:8]=[CH:7][CH:6]=2 |f:2.3.4|. Procedure details: A mixture of 18.8 g. (0.1 mole) of 3-hydroxy-2-naphthoic acid, 20 ml. of methyl iodide, 28 g. of potassium carbonate, and 200 ml. of N,N-dimethylformamide was heated at 70° C. for 16 hours, then poured into 1 liter of water. The mixture was extracted with diethyl ether and the extracts were washed with water, then 5 percent sodium hydroxide solution, then water again, and dried over magnesium sulfate. Evaporation provided a residue of methyl 3-methoxy-2-naphthoate. Reactants: CC=1CC2C(CC1C)C(=O)OC2=O (4,5-dimethyl-4-cyclohexene-1,2-dicarboxylic anhydride). Reagents/catalysts: [Pt](=O)=O (platinum dioxide). Solvent: O1CCCC1 (tetrahydrofuran). Conditions: time 8 hour. The product is CC1CC2=C(CC1C)C(=O)OC2=O (4,5-dimethylcyclohexene-1,2-dicarboxylic anhydride). RXN SMILES: [CH3:1][C:2]1[CH2:3][CH:4]2[C:12](=[O:13])[O:11][C:9](=[O:10])[CH:5]2[CH2:6][C:7]=1[CH3:8]>[Pt](=O)=O.O1CCCC1>[CH3:1][CH:2]1[CH:7]([CH3:8])[CH2:6][C:5]2[C:9]([O:11][C:12](=[O:13])[C:4]=2[CH2:3]1)=[O:10]. Reported procedure: A mixture of 4,5-dimethyl-4-cyclohexene-1,2-dicarboxylic anhydride (10 g; 0.0555 mol), platinum dioxide (150 mg) and tetrahydrofuran (100 ml) was hydrogenated at room temperature for 8 hours. Precipitates were removed by filtration, and the filtrate was evaporated under reduced pressure to give 4,5-dimethylcyclohexene-1,2-dicarboxylic anhydride. IR νmaxFilm (cm-1): 1860, 1760. The reactants are CC#CC(=O)OC, CCC1(C)CC(O)C(C)C(C)(CC)N1, [H-], [Na+], O, c1ccccc1. The product is CCC1(C)CC(OC(C)=CC(=O)OC)C(C)C(C)(CC)N1. Reaction SMILES: [C:17]([C:18]#[C:19][CH3:20])(=[O:21])[O:22][CH3:23].[CH2:1]([CH3:2])[C:3]1([CH3:14])[NH:4][C:5]([CH3:11])([CH2:12][CH3:13])[CH2:6][CH:7]([OH:10])[CH:8]1[CH3:9].[H-:15].[Na+:16].[OH2:24].[cH:25]1[cH:26][cH:27][cH:28][cH:29][cH:30]1>>[CH2:1]([CH3:2])[C:3]1([CH3:14])[NH:4][C:5]([CH3:11])([CH2:12][CH3:13])[CH2:6][CH:7]([O:10][C:19](=[CH:18][C:17](=[O:21])[O:22][CH3:23])[CH3:20])[CH:8]1[CH3:9].